Dataset: the Open Reaction Database (ORD), a public repository of structured organic reaction records. Task: describe an organic reaction: reactants, conditions, products, and yield Starting materials: [H-].[Al+3].[Li+].[H-].[H-].[H-] (Lithium aluminum hydride), O (water), tn tetrahydrofuran, C(C)(=O)OC=1C(=C(C2=C(CC(O2)(C)C)C1C(C)(C)C)CCC)C(C)(C)C (5-acetoxy-4,6-di-tert-butyl-2,2-dimethyl-7-propyl-2,3-dihydrobenzofuran). Run in O1CCCC1 (tetrahydrofuran). Product: OC=1C(=C(C2=C(CC(O2)(C)C)C1C(C)(C)C)CCC)C(C)(C)C (5-hydroxy-4,6-di-tert-butyl-2,2-dimethyl-7-propyl-2,3-dihydrobenzofuran). The yield is 32.1%. As a reaction SMILES: [H-].[Al+3].[Li+].[H-].[H-].[H-].C([O:10][C:11]1[C:12]([C:29]([CH3:32])([CH3:31])[CH3:30])=[C:13]([CH2:26][CH2:27][CH3:28])[C:14]2[O:18][C:17]([CH3:20])([CH3:19])[CH2:16][C:15]=2[C:21]=1[C:22]([CH3:25])([CH3:24])[CH3:23])(=O)C.O>O1CCCC1>[OH:10][C:11]1[C:12]([C:29]([CH3:30])([CH3:32])[CH3:31])=[C:13]([CH2:26][CH2:27][CH3:28])[C:14]2[O:18][C:17]([CH3:19])([CH3:20])[CH2:16][C:15]=2[C:21]=1[C:22]([CH3:25])([CH3:24])[CH3:23] |f:0.1.2.3.4.5|. Procedure details: Lithium aluminum hydride (0.08 g) was suspended tn tetrahydrofuran (5 ml) under a nitrogen atmosphere. A solution of 5-acetoxy-4,6-di-tert-butyl-2,2-dimethyl-7-propyl-2,3-dihydrobenzofuran (0.60 g) in tetrahydrofuran (5 ml) was added dropwise to the suspension and the mixture was refluxed for 4 h. After cooling the reaction mixture to room temperature, water was added dropwise to quench the excess lithium aluminum hydride. Thereafter 1N aqueous sodium hydroxide (5 ml) was added and the mixture w... The reactants are O=C(n1ccnc1)n1ccnc1, ClCCl, CC(C)n1c(=O)[nH]c2c(C(=O)[O-])nc(-c3cccc(O)c3)nc21, CC(C)Nc1nc(-c2cccc(O)c2)nc(C(=O)[O-])c1N. The product is CC(C)n1c(=O)[nH]c2c(C(N)=O)nc(-c3cccc(O)c3)nc21. Reaction SMILES: [C:45]([n:46]1[cH:47][cH:48][n:49][cH:50]1)([n:51]1[cH:52][cH:53][n:54][cH:55]1)=[O:56].[CH2:57]([Cl:58])[Cl:59].[CH:1]([CH3:2])([CH3:3])[n:4]1[c:5]2[n:6][c:7](-[c:17]3[cH:18][c:19]([OH:23])[cH:20][cH:21][cH:22]3)[n:8][c:9]([C:14](=[O:15])[O-:16])[c:10]2[nH:11][c:12]1=[O:13].[NH2:24][c:25]1[c:26]([C:27]([O-:28])=[O:29])[n:30][c:31](-[c:32]2[cH:33][cH:34][cH:35][c:36]([OH:37])[cH:38]2)[n:39][c:40]1[NH:41][CH:42]([CH3:43])[CH3:44]>>[CH:1]([CH3:2])([CH3:3])[n:4]1[c:5]2[n:6][c:7](-[c:17]3[cH:18][c:19]([OH:23])[cH:20][cH:21][cH:22]3)[n:8][c:9]([C:14](=[O:16])[NH2:24])[c:10]2[nH:11][c:12]1=[O:13]. Reactants: O(C1[C@H](O)[C@@H](O)[C@H](O)[C@H](O1)CO)CC (ethyl D-glucopyranoside), C(CCCCCCCCCCC)(=O)O (dodecanoic acid), ester. Product: C(CCCCCCCCCCC)(=O)OC[C@@H]1[C@H]([C@@H]([C@H](C(OCC)O1)O)O)O (ethyl 6-O-dodecanoyl-D-glucopyranoside). The yield is 96.7%. Reaction SMILES: [O:1]([CH2:13][CH3:14])[CH:2]1[O:10][C@H:9]([CH2:11][OH:12])[C@@H:7]([OH:8])[C@H:5]([OH:6])[C@H:3]1[OH:4].[C:15](O)(=[O:27])[CH2:16][CH2:17][CH2:18][CH2:19][CH2:20][CH2:21][CH2:22][CH2:23][CH2:24][CH2:25][CH3:26]>>[C:15]([O:12][CH2:11][C@H:9]1[O:10][CH:2]([O:1][CH2:13][CH3:14])[C@H:3]([OH:4])[C@@H:5]([OH:6])[C@@H:7]1[OH:8])(=[O:27])[CH2:16][CH2:17][CH2:18][CH2:19][CH2:20][CH2:21][CH2:22][CH2:23][CH2:24][CH2:25][CH3:26]. Reported procedure: To a mixture of crude ethyl D-glucopyranoside (578 g, 2.78 mol, prepared according to example 10) and dodecanoic acid (751 g, 3.75 mol) in a stirred batch reactor at 70° C. was added immobilized lipase derived from Candida antarctica (29 g, prepared as described in Danish patent application No. 3250/88). Stirring was continued under reduced pressure (0.05 bar) and the progress of the ester synthesis was monitored by HPLC. After 23 hours the enzyme was removed by filtration (at 70° C.). Excess fa... Starting materials: ClCCl, CO, O=C(COc1ccccc1)NC1C(=O)N(C(C(=O)OCc2ccc([N+](=O)[O-])cc2)=C(CBr)N2CCOCC2)C1SC(=O)OCC1CC1, Cl, O. Product: O=C(COc1ccccc1)NC1C(=O)N(C(C(=O)OCc2ccc([N+](=O)[O-])cc2)=C(O)CBr)C1SC(=O)OCC1CC1. RXN SMILES: [CH2:52]([Cl:53])[Cl:54].[CH3:50][OH:51].[CH:1]1([CH2:4][O:5][C:6](=[O:7])[S:8][CH:9]2[CH:10]([NH:37][C:38]([CH2:39][O:40][c:41]3[cH:42][cH:43][cH:44][cH:45][cH:46]3)=[O:47])[C:11](=[O:36])[N:12]2[C:13]([C:14](=[O:15])[O:16][CH2:17][c:18]2[cH:19][cH:20][c:21]([N+:24](=[O:25])[O-:26])[cH:22][cH:23]2)=[C:27]([CH2:28][Br:29])[N:30]2[CH2:31][CH2:32][O:33][CH2:34][CH2:35]2)[CH2:2][CH2:3]1.[ClH:48].[OH2:49]>>[CH:1]1([CH2:4][O:5][C:6](=[O:7])[S:8][CH:9]2[CH:10]([NH:37][C:38]([CH2:39][O:40][c:41]3[cH:42][cH:43][cH:44][cH:45][cH:46]3)=[O:47])[C:11](=[O:36])[N:12]2[C:13]([C:14](=[O:15])[O:16][CH2:17][c:18]2[cH:19][cH:20][c:21]([N+:24](=[O:25])[O-:26])[cH:22][cH:23]2)=[C:27]([CH2:28][Br:29])[OH:49])[CH2:2][CH2:3]1. The reactants are N([C@@H](CC1=CC=C(C=C1)O)C(=O)N[C@@H](C(C)C)C(=O)N[C@@H](C)C(=O)O)C(=O)C (Ac-Tyr-Val-Ala-OH), C(C=C)OC(=O)NC(CC(=O)OC(C)(C)C)C(COCC1=C(C=CC=C1)Cl)=O (t-butyl N-(allyloxycarbonyl)-3-amino-5-(2-chlorophenyl-methoxyl)-4-oxo-pentanoate). Product: C(C)(=O)N[C@@H](CC1=CC=C(C=C1)O)C(=O)N[C@@H](C(C)C)C(=O)N[C@@H](C)C(=O)C(C(=O)O)[C@@H](C(COCC1=C(C=CC=C1)Cl)=O)N (N-Acetyl-(S)-tyrosinyl-(S)-valinyl-(S)-alaninyl-3(S)-amino-5-(2-chlorobenzyloxy)-4-oxo-pentanoic acid). RXN SMILES: [NH:1]([C:26]([CH3:28])=[O:27])[C@H:2]([C:11]([NH:13][C@H:14]([C:18]([NH:20][C@H:21]([C:23](O)=[O:24])[CH3:22])=[O:19])[CH:15]([CH3:17])[CH3:16])=[O:12])[CH2:3][C:4]1[CH:9]=[CH:8][C:7]([OH:10])=[CH:6][CH:5]=1.C(OC([NH:35][CH:36]([C:45](=[O:56])[CH2:46][O:47][CH2:48][C:49]1[CH:54]=[CH:53][CH:52]=[CH:51][C:50]=1[Cl:55])[CH2:37][C:38]([O:40]C(C)(C)C)=[O:39])=O)C=C>>[C:26]([NH:1][C@H:2]([C:11]([NH:13][C@H:14]([C:18]([NH:20][C@H:21]([C:23]([CH:37]([C@H:36]([NH2:35])[C:45](=[O:56])[CH2:46][O:47][CH2:48][C:49]1[CH:54]=[CH:53][CH:52]=[CH:51][C:50]=1[Cl:55])[C:38]([OH:40])=[O:39])=[O:24])[CH3:22])=[O:19])[CH:15]([CH3:17])[CH3:16])=[O:12])[CH2:3][C:4]1[CH:5]=[CH:6][C:7]([OH:10])=[CH:8][CH:9]=1)(=[O:27])[CH3:28]. Procedure details: N-Acetyl-(S)-tyrosinyl-(S)-valinyl-(S)-alaninyl-3(S)-amino-5-(2-chlorobenzyloxy)-4-oxo-pentanoic acid (89) was prepared from Ac-Tyr-Val-Ala-OH and (3S) t-butyl N-(allyloxycarbonyl)-3-amino-5-(2-chlorophenyl-methoxyl)-4-oxo-pentanoate (prepared by a similar method as 82) to give a white solid: 1H NMR (DMSO-d6) δ 9.15 (s, 1H), 8.5 (d, 1H), 7.98 (d, 1H), 7.75 (d, 1H), 7.55-7.3 (m, 4H), 7.0 (d, 1H), 6.6 (d, 2H), 4.6-4.3 (m, 6H), 4.3-4.1 (m, 2H), 2.9 (d, 1H), 2.76 (dd, 1H), 2.7-2.5 (m, 2H), 1.95 (m, ... Reactants: ClC1=CC=C(C=C1)S(=O)(=O)N[C@H]1C(NCCC(C1)(F)F)=O (4-Chloro-N-((R)-5,5-difluoro-2-oxo-azepan-3-yl)-benzenesulfonamide), BrCC1=C(C(=C(C=C1)OC)F)F (1-bromomethyl-2,3-difluoro-4-methoxy-benzene). RXN SMILES: [Cl:1][C:2]1[CH:7]=[CH:6][C:5]([S:8]([NH:11][C@@H:12]2[CH2:18][C:17]([F:20])([F:19])[CH2:16][CH2:15][NH:14][C:13]2=[O:21])(=[O:10])=[O:9])=[CH:4][CH:3]=1.Br[CH2:23][C:24]1[CH:29]=[CH:28][C:27]([O:30][CH3:31])=[C:26]([F:32])[C:25]=1[F:33]>>[Cl:1][C:2]1[CH:7]=[CH:6][C:5]([S:8]([N:11]([CH2:23][C:24]2[CH:29]=[CH:28][C:27]([O:30][CH3:31])=[C:26]([F:32])[C:25]=2[F:33])[C@@H:12]2[CH2:18][C:17]([F:19])([F:20])[CH2:16][CH2:15][NH:14][C:13]2=[O:21])(=[O:9])=[O:10])=[CH:4][CH:3]=1. Procedure details: 4-Chloro-N-((R)-5,5-difluoro-2-oxo-azepan-3-yl)-benzenesulfonamide was alkylated using 1-bromomethyl-2,3-difluoro-4-methoxy-benzene analogous to Example 1 to afford 4-chloro-N-(2,3-difluoro-4-methoxy-benzyl)-N-((R)-5,5-difluoro-2-oxo-azepan-3-yl)-benzenesulfonamide: Yields the product ClC1=CC=C(C=C1)S(=O)(=O)N([C@H]1C(NCCC(C1)(F)F)=O)CC1=C(C(=C(C=C1)OC)F)F (4-chloro-N-(2,3-difluoro-4-methoxy-benzyl)-N-((R)-5,5-difluoro-2-oxo-azepan-3-yl)-benzenesulfonamide). The reactants are ClC1=C(C=CC(=C1)Cl)C1=NC(=NC=C1N1C=NC=C1)CCN (4-(2,4-dichlorophenyl)-5-imidazol-1-ylpyrimidin-2-ylethylamine), ClC1=CC=C(C(=N1)NS(=O)(=O)C)[N+](=O)[O-] ((6-chloro-3-nitro(2-pyridyl))(methylsulfonyl)-amine), ClC1=C(C=CC(=C1)Cl)C1=NC(=NC=C1C=1NC=CN1)NCCNC1=NC(=C(C=C1)[N+](=O)[O-])OC ([4-(2,4-dichlorophenyl)-5-imidazol-2-ylpyrimidin-2-yl]{2-[(6-methoxy-5-nitro(2-pyridyl))amino]-ethyl}amine). Product: ClC1=C(C=CC(=C1)Cl)C1=NC(=NC=C1C=1NC=CN1)NCCNC1=CC=C(C(=N1)NS(=O)(=O)C)[N+](=O)[O-] ({6-[(2-{[4-(2,4-dichlorophenyl)-5-imidazolylpyrimidin-2-yl]amino}ethyl)amino]-3-nitro(2-pyridyl)}(methylsulfonyl)amine). As a reaction SMILES: ClC1C=C(Cl)C=CC=1C1C(N2C=CN=C2)=CN=C(CCN)N=1.Cl[C:24]1[N:29]=[C:28]([NH:30][S:31]([CH3:34])(=[O:33])=[O:32])[C:27]([N+:35]([O-:37])=[O:36])=[CH:26][CH:25]=1.[Cl:38][C:39]1[CH:44]=[C:43]([Cl:45])[CH:42]=[CH:41][C:40]=1[C:46]1[C:51]([C:52]2[NH:53][CH:54]=[CH:55][N:56]=2)=[CH:50][N:49]=[C:48]([NH:57][CH2:58][CH2:59][NH:60]C2C=CC([N+]([O-])=O)=C(OC)N=2)[N:47]=1>>[Cl:38][C:39]1[CH:44]=[C:43]([Cl:45])[CH:42]=[CH:41][C:40]=1[C:46]1[C:51]([C:52]2[NH:56][CH:55]=[CH:54][N:53]=2)=[CH:50][N:49]=[C:48]([NH:57][CH2:58][CH2:59][NH:60][C:24]2[N:29]=[C:28]([NH:30][S:31]([CH3:34])(=[O:33])=[O:32])[C:27]([N+:35]([O-:37])=[O:36])=[CH:26][CH:25]=2)[N:47]=1. Procedure details: {6-[(2-{[4-(2,4-dichlorophenyl)-5-imidazolylpyrimidin-2-yl]amino}ethyl)amino]-3-nitro(2-pyridyl)}(methylsulfonyl)amine was prepared from [4-(2,4-dichlorophenyl)-5-imidazol-1-ylpyrimidin-2-ylethylamine and (6-chloro-3-nitro(2-pyridyl))(methylsulfonyl)-amine in accordance with the procedure described above for the preparation of [4-(2,4-dichlorophenyl)-5-imidazol-2-ylpyrimidin-2-yl]{2-[(6-methoxy-5-nitro(2-pyridyl))amino]-ethyl}amine.